Dataset: the Open Reaction Database (ORD), a public repository of structured organic reaction records. Task: describe an organic reaction: reactants, conditions, products, and yield The reactants are Cl (hydrochloric acid), COC(C=1C(C(=O)OC)=CC(=C(C1)NC1=CC(=C(C(=C1)OC)OC)OC)NC1=CC=CC=C1)=O (4-anilino-5-(3,4,5-trimethoxy-anilino)phthalic acid dimethylester), O.[OH-].[Li+] (lithium hydroxide monohydrate), O=C1C(O)=C([O-])[C@H](O1)[C@@H](O)CO.[Na+] (sodium ascorbate). Run in CO (methanol), O (water). The product is N(C1=CC=CC=C1)C=1C=C(C(C(=O)O)=CC1NC1=CC(=C(C(=C1)OC)OC)OC)C(=O)O (4-anilino-5-(3,4,5-trimethoxy-anilino)phthalic acid). Reaction SMILES: C[O:2][C:3](=[O:34])[C:4]1[C:5](=[CH:10][C:11]([NH:27][C:28]2[CH:33]=[CH:32][CH:31]=[CH:30][CH:29]=2)=[C:12]([NH:14][C:15]2[CH:20]=[C:19]([O:21][CH3:22])[C:18]([O:23][CH3:24])=[C:17]([O:25][CH3:26])[CH:16]=2)[CH:13]=1)[C:6]([O:8]C)=[O:7].O.[OH-].[Li+].O=C1O[C@H]([C@H](CO)O)C([O-])=C1O.[Na+].Cl>CO.O>[NH:27]([C:11]1[CH:10]=[C:5]([C:6]([OH:8])=[O:7])[C:4](=[CH:13][C:12]=1[NH:14][C:15]1[CH:20]=[C:19]([O:21][CH3:22])[C:18]([O:23][CH3:24])=[C:17]([O:25][CH3:26])[CH:16]=1)[C:3]([OH:34])=[O:2])[C:28]1[CH:29]=[CH:30][CH:31]=[CH:32][CH:33]=1 |f:1.2.3,4.5|. Reported procedure: A steady stream of argon is passed through a suspension of 245 mg (0.5 mmol) of 4-anilino-5-(3,4,5-trimethoxy-anilino)phthalic acid dimethylester in 1.6 ml of methanol, and a solution of 94.4 mg (2.25 mmol, 4.5 eq) of lithium hydroxide monohydrate and 10 mg sodium ascorbate in 0.8 ml of water is added. The reaction mixture is heated to reflux for 17 hours and then cooled to RT. The resulting mixture is treated dropwise with 0.5 ml of 4N hydrochloric acid, the green suspension is filtered, and th... The reactants are CCOC(=O)CC(C)=O, [Li]CCCC, CCCCCC, Cl, [H-], [Na+], C1CCOC1, O=CCCc1cccc2ccccc12. The product is CCOC(=O)CC(=O)CC(O)CCc1cccc2ccccc12. As a reaction SMILES: [C:1]([CH2:2][C:3](=[O:4])[CH3:5])(=[O:6])[O:7][CH2:8][CH3:9].[CH2:12]([Li:13])[CH2:14][CH2:15][CH3:16].[CH3:37][CH2:38][CH2:39][CH2:40][CH2:41][CH3:42].[ClH:31].[H-:10].[Na+:11].[O:32]1[CH2:33][CH2:34][CH2:35][CH2:36]1.[c:17]1([CH2:27][CH2:28][CH:29]=[O:30])[cH:18][cH:19][cH:20][c:21]2[cH:22][cH:23][cH:24][cH:25][c:26]12>>[C:1]([CH2:2][C:3](=[O:4])[CH2:5][CH:29]([CH2:28][CH2:27][c:17]1[cH:18][cH:19][cH:20][c:21]2[cH:22][cH:23][cH:24][cH:25][c:26]12)[OH:30])(=[O:6])[O:7][CH2:8][CH3:9]. Reactants: ClC1=CC(=NC(=N1)C)[C@H]1[C@@H](C1)C1=NC2=C(N1C)C=CC=C2 (2-((1R,2R)-2-(6-chloro-2-methylpyrimidin-4-yl)cyclopropyl)-1-methyl-1H-benzo[d]imidazole), O.NN (hydrazine hydrate). The solvent is O1CCCC1 (tetrahydrofuran). The product is N(N)C1=CC(=NC(=N1)C)[C@H]1[C@@H](C1)C1=NC2=C(N1C)C=CC=C2 (2-((1R,2R)-2-(6-hydrazinyl-2-methylpyrimidin-4-yl)cyclopropyl)-1-methyl-1H-benzo[d]imidazole). Reaction SMILES: Cl[C:2]1[N:7]=[C:6]([CH3:8])[N:5]=[C:4]([C@@H:9]2[CH2:11][C@H:10]2[C:12]2[N:16]([CH3:17])[C:15]3[CH:18]=[CH:19][CH:20]=[CH:21][C:14]=3[N:13]=2)[CH:3]=1.O.[NH2:23][NH2:24]>O1CCCC1>[NH:23]([C:2]1[N:7]=[C:6]([CH3:8])[N:5]=[C:4]([C@@H:9]2[CH2:11][C@H:10]2[C:12]2[N:16]([CH3:17])[C:15]3[CH:18]=[CH:19][CH:20]=[CH:21][C:14]=3[N:13]=2)[CH:3]=1)[NH2:24] |f:1.2|. Reported procedure: A solution of 2-((1R,2R)-2-(6-chloro-2-methylpyrimidin-4-yl)cyclopropyl)-1-methyl-1H-benzo[d]imidazole (4-6, 200 mg, 0.0.669 mmol, 1.0 eq) and hydrazine hydrate (335 mg, 6.69 mmol, 10 eq) in tetrahydrofuran (3 mL) was heated by microwave irradiation at 80° C. for 40 minutes. The reaction mixture was filtered and concentrated to dryness. The afford 2-((1R,2R)-2-(6-hydrazinyl-2-methylpyrimidin-4-yl)cyclopropyl)-1-methyl-1H-benzo[d]imidazole (4-7) as a glassy yellow solid. LRMS m/z (M+H) 294.4 foun...